From a dataset of the Open Reaction Database (ORD), a public repository of structured organic reaction records. describe an organic reaction: reactants, conditions, products, and yield Reactants: C1(CC1)N(S(=O)(=O)C=1C=C(C(=O)NC=2SC3=C(C2C(=O)NC2=CC=C(C=C2)CCC2=CC=C(C(=O)OC)C=C2)CCCC3)C=CC1)C1CCC(CC1)C(=O)OCC (methyl 4-(2-{4-[({2-[(3-{cyclopropyl[4-(ethoxycarbonyl)cyclohexyl]sulfamoyl}benzoyl)amino]-4,5,6,7-tetrahydro-1-benzothiophen-3-yl}carbonyl)amino]phenyl}ethyl)benzoate), [OH-].[Na+] (sodium hydroxide). Run in C(C)O (ethanol). Product: C(=O)(O)[C@@H]1CC[C@H](CC1)N(S(=O)(=O)C=1C=C(C(=O)NC=2SC3=C(C2C(=O)NC2=CC=C(C=C2)CCC2=CC=C(C(=O)O)C=C2)CCCC3)C=CC1)C1CC1 (4-{2-[4-({[2-({3-[(trans-4-carboxycyclohexyl)(cyclopropyl)sulfamoyl]benzoyl}amino)-4,5,6,7-tetrahydro-1-benzothiophen-3-yl]carbonyl}amino)phenyl]ethyl}benzoic acid), C(=O)(O)[C@H]1CC[C@H](CC1)N(S(=O)(=O)C=1C=C(C(=O)NC=2SC3=C(C2C(=O)NC2=CC=C(C=C2)CCC2=CC=C(C(=O)O)C=C2)CCCC3)C=CC1)C1CC1 (4-{2-[4-({[2-({3-[(cis-4-carboxycyclohexyl)(cyclopropyl)sulfamoyl]benzoyl}amino)-4,5,6,7-tetrahydro-1-benzothiophen-3-yl]carbonyl}amino)phenyl]ethyl}benzoic acid). RXN SMILES: [CH:1]1([N:4]([CH:47]2[CH2:52][CH2:51][CH:50]([C:53]([O:55]CC)=[O:54])[CH2:49][CH2:48]2)[S:5]([C:8]2[CH:9]=[C:10]([CH:44]=[CH:45][CH:46]=2)[C:11]([NH:13][C:14]2[S:15][C:16]3[CH2:43][CH2:42][CH2:41][CH2:40][C:17]=3[C:18]=2[C:19]([NH:21][C:22]2[CH:27]=[CH:26][C:25]([CH2:28][CH2:29][C:30]3[CH:39]=[CH:38][C:33]([C:34]([O:36]C)=[O:35])=[CH:32][CH:31]=3)=[CH:24][CH:23]=2)=[O:20])=[O:12])(=[O:7])=[O:6])[CH2:3][CH2:2]1.[OH-].[Na+]>C(O)C>[C:53]([C@H:50]1[CH2:51][CH2:52][C@H:47]([N:4]([CH:1]2[CH2:2][CH2:3]2)[S:5]([C:8]2[CH:9]=[C:10]([CH:44]=[CH:45][CH:46]=2)[C:11]([NH:13][C:14]2[S:15][C:16]3[CH2:43][CH2:42][CH2:41][CH2:40][C:17]=3[C:18]=2[C:19]([NH:21][C:22]2[CH:27]=[CH:26][C:25]([CH2:28][CH2:29][C:30]3[CH:31]=[CH:32][C:33]([C:34]([OH:36])=[O:35])=[CH:38][CH:39]=3)=[CH:24][CH:23]=2)=[O:20])=[O:12])(=[O:6])=[O:7])[CH2:48][CH2:49]1)([OH:55])=[O:54].[C:53]([C@@H:50]1[CH2:51][CH2:52][C@H:47]([N:4]([CH:1]2[CH2:2][CH2:3]2)[S:5]([C:8]2[CH:9]=[C:10]([CH:44]=[CH:45][CH:46]=2)[C:11]([NH:13][C:14]2[S:15][C:16]3[CH2:43][CH2:42][CH2:41][CH2:40][C:17]=3[C:18]=2[C:19]([NH:21][C:22]2[CH:27]=[CH:26][C:25]([CH2:28][CH2:29][C:30]3[CH:31]=[CH:32][C:33]([C:34]([OH:36])=[O:35])=[CH:38][CH:39]=3)=[CH:24][CH:23]=2)=[O:20])=[O:12])(=[O:6])=[O:7])[CH2:48][CH2:49]1)([OH:55])=[O:54] |f:1.2|. Procedure: A mixture of 300 mg of methyl 4-(2-{4-[({2-[(3-{cyclopropyl[4-(ethoxycarbonyl)cyclohexyl]sulfamoyl}benzoyl)amino]-4,5,6,7-tetrahydro-1-benzothiophen-3-yl}carbonyl)amino]phenyl}ethyl)benzoate, 1.0 mL of a 1.0 M aqueous sodium hydroxide solution, and 3.0 mL of ethanol was heated and refluxed for 3 days. The reaction mixture was concentrated under reduced pressure and the residue was neutralized with 1.0 M hydrochloric acid, and then the precipitate was collected by filtration. The obtained solid w...